This data is from the Open Reaction Database (ORD), a public repository of structured organic reaction records. The task is: describe an organic reaction: reactants, conditions, products, and yield Reactants: OC1=C2C=CN(C2=CC=C1)C(=O)OCC1=CC=CC=C1 (Benzyl 4-hydroxyindole-1-carboxylate), C([O-])([O-])=O.[K+].[K+] (potassium carbonate), BrC(C(=O)OCC)C(=O)OCC (Diethyl bromomalonate). The solvent is CC(=O)C (acetone). Reaction conditions: time 15 minute. Product: C(C)OC(=O)C(OC1=C2C=CN(C2=CC=C1)C(=O)OCC1=CC=CC=C1)C(=O)OCC (Benzyl 4-[di(ethoxycarbonyl)methoxy]indole-1-carboxylate). The yield is 81.3%. As a reaction SMILES: [OH:1][C:2]1[CH:10]=[CH:9][CH:8]=[C:7]2[C:3]=1[CH:4]=[CH:5][N:6]2[C:11]([O:13][CH2:14][C:15]1[CH:20]=[CH:19][CH:18]=[CH:17][CH:16]=1)=[O:12].C(=O)([O-])[O-].[K+].[K+].Br[CH:28]([C:34]([O:36][CH2:37][CH3:38])=[O:35])[C:29]([O:31][CH2:32][CH3:33])=[O:30]>CC(C)=O>[CH2:37]([O:36][C:34]([CH:28]([C:29]([O:31][CH2:32][CH3:33])=[O:30])[O:1][C:2]1[CH:10]=[CH:9][CH:8]=[C:7]2[C:3]=1[CH:4]=[CH:5][N:6]2[C:11]([O:13][CH2:14][C:15]1[CH:20]=[CH:19][CH:18]=[CH:17][CH:16]=1)=[O:12])=[O:35])[CH3:38] |f:1.2.3|. Reported procedure: The indole 11 (10.69 g, 40 mmol) was added to a suspension of anhydrous potassium carbonate (8.29 g, 60 mmol) in acetone (400 mL) and the mixture was stirred at room temperature for 15 min. Diethyl bromomalonate (11.47 g, 48 mmol) was added and the mixture was heated under reflux for 17 h. The solid was filtered off and washed with acetone and the combined filtrates were evaporated. The residue was dissolved in diethyl ether (150 mL), washed with 0.5 M aq. sodium hydroxide and brine, dried and e... Starting materials: CC(=O)O, [Cl-], [Cl-], [Cl-], CC1(C)CC(=O)C1CC(Cl)(Cl)Cl, [Fe+3], O, OO. Product: CC(C)(CCC(=O)O)C(O)CC(Cl)(Cl)Cl. RXN SMILES: [CH3:13][C:14]([OH:15])=[O:16].[Cl-:19].[Cl-:21].[Cl-:22].[Cl:1][C:2]([CH2:3][CH:4]1[C:5](=[O:10])[CH2:6][C:7]1([CH3:8])[CH3:9])([Cl:11])[Cl:12].[Fe+3:20].[OH2:23].[OH:17][OH:18]>>[Cl:1][C:2]([CH2:3][CH:4]([C:7]([CH2:6][CH2:5][C:14]([OH:15])=[O:16])([CH3:8])[CH3:9])[OH:17])([Cl:11])[Cl:12]. Starting materials: C(C1=CC=CC=C1)OC=1C=C2C(=C(N=C(C2=CC1)Cl)C(=O)O)O (6-Benzyloxy-1-chloro-4-hydroxy-isoquinoline-3-carboxylic acid), Cl.COC([C@H](N)C)=O (D-Alanine methyl ester hydrochloride). Yields the product COC(C(C)NC(=O)C=1N=C(C2=CC=C(C=C2C1O)OCC1=CC=CC=C1)Cl)=O ((6-Benzyloxy-1-chloro-4-hydroxy-isoquinoline-3-carbonyl-amino]-propionic acid methyl ester). Reaction SMILES: [CH2:1]([O:8][C:9]1[CH:10]=[C:11]2[C:16](=[CH:17][CH:18]=1)[C:15]([Cl:19])=[N:14][C:13]([C:20]([OH:22])=O)=[C:12]2[OH:23])[C:2]1[CH:7]=[CH:6][CH:5]=[CH:4][CH:3]=1.Cl.[CH3:25][O:26][C:27](=[O:31])[C@@H:28]([CH3:30])[NH2:29]>>[CH3:25][O:26][C:27](=[O:31])[CH:28]([NH:29][C:20]([C:13]1[N:14]=[C:15]([Cl:19])[C:16]2[C:11]([C:12]=1[OH:23])=[CH:10][C:9]([O:8][CH2:1][C:2]1[CH:3]=[CH:4][CH:5]=[CH:6][CH:7]=1)=[CH:18][CH:17]=2)=[O:22])[CH3:30] |f:1.2|. Reported procedure: 6-Benzyloxy-1-chloro-4-hydroxy-isoquinoline-3-carboxylic acid, 0.33 g, was coupled with D-Alanine methyl ester hydrochloride, 0.150 g, analogously to Example A-1a). 0.205 g of off-white, solid product were obtained, MS-(+)-ion, M+1=415.0 amu. Starting materials: CC=1N(C=C(N1)C)C=1C=C(C(=O)OCC)C=CC1 (ethyl 3-(2,4-dimethyl-imidazol-1-yl)-benzoate), C(C)(=O)OC(C)(C)C.[Li] (lithium tert.-butyl acetate). The product is C(C)(C)(C)OC(CC(=O)C1=CC(=CC=C1)N1C(=NC(=C1)C)C)=O (3-[3-(2,4-Dimethyl-imidazol-1-yl)-phenyl]-3-oxo-propionic acid tert.-butyl ester). Reaction SMILES: [CH3:1][C:2]1[N:3]([C:8]2[CH:9]=[C:10]([CH:16]=[CH:17][CH:18]=2)[C:11]([O:13]CC)=O)[CH:4]=[C:5]([CH3:7])[N:6]=1.[C:19]([O:22][C:23]([CH3:26])([CH3:25])[CH3:24])(=[O:21])[CH3:20].[Li]>>[C:23]([O:22][C:19](=[O:21])[CH2:20][C:11]([C:10]1[CH:16]=[CH:17][CH:18]=[C:8]([N:3]2[CH:4]=[C:5]([CH3:7])[N:6]=[C:2]2[CH3:1])[CH:9]=1)=[O:13])([CH3:26])([CH3:25])[CH3:24] |f:1.2,^1:26|. Procedure: Prepared from ethyl 3-(2,4-dimethyl-imidazol-1-yl)-benzoate [prepared by reaction of ethyl 3-aminobenzoate with ethyl acetimidate hydrochloride in EtOH at 0° C., direct treatment with 2-aminopropionaldehyde dimethyl acetal in EtOH at 23° C., follwed by addition of conc. H2SO4 and refluxing.] by treatment with lithium tert.-butyl acetate according to general procedure H (method b). Obtained as a yellow-brown oil (6.00 g).